This data is from the Open Reaction Database (ORD), a public repository of structured organic reaction records. The task is: describe an organic reaction: reactants, conditions, products, and yield The reactants are C(=O)=O.CC(=O)C (dry ice acetone), C[Li] (methyllithium), CN(C)C=O (DMF), C[Li] (methyllithium), C(C)OCC.C1(=CC=CC=C1)C(C)C (diethyl ether cumene), ClC1=C(CN2C3=CC=CC=C3C=3C=C(N=CC23)C(=O)NCCN2CCOCC2)C=C(C=C1)Cl (9-(2,5-dichlorobenzyl)-N-[2-(4-morpholinyl)ethyl]-9H-β-carboline-3-carboxamide). The solvent is C1CCOC1 (THF). Reaction conditions: temperature -78 celsius, time 2 hour. The product is ClC1=C(CN2C3=C(C=4C=CC=CC24)C2=C(N=C3)C(N(C2O)CCN2CCOCC2)=O)C=C(C=C1)Cl (6-(2,5-Dichlorobenzyl)-1-hydroxy-2-[2-(4-morpholinyl)ethyl]-1,6-dihydropyrrolo[3′,4′:5,6]-pyrido[3,4-b]indol-3(2H)-one), lactam. Isolated yield 25.0%. As a reaction SMILES: [Cl:1][C:2]1[CH:32]=[CH:31][C:30]([Cl:33])=[CH:29][C:3]=1[CH2:4][N:5]1[C:17]2[CH:16]=[N:15][C:14]([C:18]([NH:20][CH2:21][CH2:22][N:23]3[CH2:28][CH2:27][O:26][CH2:25][CH2:24]3)=[O:19])=[CH:13][C:12]=2[C:11]2[C:6]1=[CH:7][CH:8]=[CH:9][CH:10]=2.C[Li].[CH2:36]([O:38]CC)C.C1(C(C)C)C=CC=CC=1.C(=O)=O.CC(C)=O.CN(C=O)C>C1COCC1>[Cl:1][C:2]1[CH:32]=[CH:31][C:30]([Cl:33])=[CH:29][C:3]=1[CH2:4][N:5]1[C:6]2[CH:7]=[CH:8][CH:9]=[CH:10][C:11]=2[C:12]2[C:13]3[CH:36]([OH:38])[N:20]([CH2:21][CH2:22][N:23]4[CH2:28][CH2:27][O:26][CH2:25][CH2:24]4)[C:18](=[O:19])[C:14]=3[N:15]=[CH:16][C:17]1=2 |f:2.3,4.5|. Reported procedure: 6-(2,5-Dichlorobenzyl)-1-hydroxy-2-[2-(4-morpholinyl)ethyl]-1,6-dihydropyrrolo[3′,4′:5,6]-pyrido[3,4-b]indol-3(2H)-one was prepared by a slight modification of a reported procedure (Dodd et al., J Org. Chem. 1993, 58:7587): A solution of 9-(2,5-dichlorobenzyl)-N-[2-(4-morpholinyl)ethyl]-9H-β-carboline-3-carboxamide (400 mg, 0.83 mmol) in anhydrous THF (12 mL) was stirred and cooled to −78° C. under nitrogen. When an internal temperature of −78° C. was attained, a 1.0 M methyllithium in diethyl e... Conditions: time 3 hour. RXN SMILES: [O:1]=[C:2]1[N:10](COCC[Si](C)(C)C)[C:5]2=[N:6][CH:7]=[CH:8][CH:9]=[C:4]2[C@@:3]21[CH2:32][C:21]1=[N:22][C:23]3[CH:24]=[CH:25][C:26]([CH:30]=[O:31])=[CH:27][C:28]=3[CH:29]=[C:20]1[CH2:19]2.Cl.OS(O)(=O)=O.[OH-].[Na+]>CO.O>[O:1]=[C:2]1[NH:10][C:5]2=[N:6][CH:7]=[CH:8][CH:9]=[C:4]2[C@@:3]21[CH2:32][C:21]1=[N:22][C:23]3[CH:24]=[CH:25][C:26]([CH:30]=[O:31])=[CH:27][C:28]=3[CH:29]=[C:20]1[CH2:19]2 |f:3.4|. Yields the product O=C1[C@@]2(C=3C(=NC=CC3)N1)CC=1C(=NC=3C=CC(=CC3C1)C=O)C2 ((2S)-2′-Oxo-1,1′,2′,3-tetrahydrospiro[cyclopenta[b]quinoline-2,3′-pyrrolo[2,3-b]pyridine]-7-carbaldehyde). Starting materials: OS(=O)(=O)O (H2SO4), [OH-].[Na+] (NaOH), O=C1[C@@]2(C=3C(=NC=CC3)N1COCC[Si](C)(C)C)CC=1C(=NC=3C=CC(=CC3C1)C=O)C2 ((2S)-2′-oxo-1′-{[2-(trimethylsilyl)ethoxy]methyl}-1,1′,2′,3-tetrahydrospiro[cyclopenta[b]quinoline-2,3′-pyrrolo[2,3-b]pyridine]-7-carbaldehyde), Cl (hydrogen chloride), OS(=O)(=O)O (H2SO4). Procedure details: To a solution of (2S)-2′-oxo-1′-{[2-(trimethylsilyl)ethoxy]methyl}-1,1′,2′,3-tetrahydrospiro[cyclopenta[b]quinoline-2,3′-pyrrolo[2,3-b]pyridine]-7-carbaldehyde from Step I (142 mg, 0.320 mmol) in MeOH (17 mL) was introduced gaseous anhydrous hydrogen chloride by bubbling the gas through the solution until the MeOH was saturated and mildly warmed. This saturation with HCl was repeated once again after 3 hours then the sealed reaction was allowed to sit at ambient temperature for 19 hours. The sol... Run in O (water), O (water), CO (MeOH). The reactants are CC1=NN=C2N1C1=C(NC(C2)(C)C)C=CC=C1 (1,5,5-trimethyl-5,6-dihydro-4H-benzo[b][1,2,4]triazolo[4,3-d][1,4]diazepine), ClC1=CC=C(C=C1)I (1-chloro-4-iodobenzene), CC(C)OC1=C(C(=CC=C1)OC(C)C)C2=CC=CC=C2P(C3CCCCC3)C4CCCCC4 (RuPhos), CC(C)(C)[O-].[Na+] (sodium 2-methylpropan-2-olate). Conditions: temperature 90 celsius. The product is ClC1=CC=C(C=C1)N1C2=C(N3C(CC1(C)C)=NN=C3C)C=CC=C2 (6-(4-chlorophenyl)-1,5,5-trimethyl-5,6-dihydro-4H-benzo[b][1,2,4]triazolo[4,3-d][1,4]diazepine). Reaction SMILES: [CH3:1][C:2]1[N:6]2[C:7]3[CH:17]=[CH:16][CH:15]=[CH:14][C:8]=3[NH:9][C:10]([CH3:13])([CH3:12])[CH2:11][C:5]2=[N:4][N:3]=1.[Cl:18][C:19]1[CH:24]=[CH:23][C:22](I)=[CH:21][CH:20]=1.CC(OC1C=CC=C(OC(C)C)C=1C1C(P(C2CCCCC2)C2CCCCC2)=CC=CC=1)C.CC([O-])(C)C.[Na+]>>[Cl:18][C:19]1[CH:24]=[CH:23][C:22]([N:9]2[C:10]([CH3:13])([CH3:12])[CH2:11][C:5]3=[N:4][N:3]=[C:2]([CH3:1])[N:6]3[C:7]3[CH:17]=[CH:16][CH:15]=[CH:14][C:8]2=3)=[CH:21][CH:20]=1 |f:3.4|. Procedure: A disposable tube was charged with 1,5,5-trimethyl-5,6-dihydro-4H-benzo[b][1,2,4]triazolo[4,3-d][1,4]diazepine (150 mg, 0.657 mmol), 1-chloro-4-iodobenzene (204 mg, 0.854 mmol), RuPhos precat. (23.94 mg, 0.033 mmol), sodium 2-methylpropan-2-olate (126 mg, 1.314 mmol), and a stirbar before being evacuated and purged with nitrogen three times. Toluene (3 mL, 0.5 M) was added, and the mixture was stirred at 90° C. 48 h. The mixture was cooled, diluted with ethyl acetate, filtered, and purified by r... Reactants: BrC=1C=C2C=NN(C2=CC1)C(=O)OC(C)(C)C (tert-butyl 5-bromo-1H-indazole-1-carboxylate), BrC=1C=C2C=NN(C2=CC1)C(=O)OC(C)(C)C (tert-butyl 5-bromo-1H-indazole-1-carboxylate), C1(CC1)NC(=O)C=1C=C(C(=C(C1)B(O)O)C)F ({5-[(cyclopropylamino)carbonyl]-3-fluoro-2-methylphenyl}boronic acid), C1(CC1)NC(=O)C=1C=C(C(=C(C1)B(O)O)C)F ({5-[(cyclopropylamino)carbonyl]-3-fluoro-2-methylphenyl}boronic acid), C([O-])([O-])=O.[Na+].[Na+] (sodium carbonate). Reagents/catalysts: C=1C=CC(=CC1)[P](C=2C=CC=CC2)(C=3C=CC=CC3)[Pd]([P](C=4C=CC=CC4)(C=5C=CC=CC5)C=6C=CC=CC6)([P](C=7C=CC=CC7)(C=8C=CC=CC8)C=9C=CC=CC9)[P](C=1C=CC=CC1)(C=1C=CC=CC1)C=1C=CC=CC1 (tetrakis(triphenylphosphine)palladium(0)). The solvent is COCCOC (1,2-dimethoxyethane). Yields the product C1(CC1)NC(=O)C=1C=C(C(=C(C1)C=1C=C2C=NN(C2=CC1)C(=O)OC(C)(C)C)C)F (1,1-Dimethylethyl 5-{5-[(cyclopropylamino)carbonyl]-3-fluoro-2-methylphenyl}-1H-indazole-1-carboxylate). The yield is 211.1%. Reaction SMILES: Br[C:2]1[CH:3]=[C:4]2[C:8](=[CH:9][CH:10]=1)[N:7]([C:11]([O:13][C:14]([CH3:17])([CH3:16])[CH3:15])=[O:12])[N:6]=[CH:5]2.[CH:18]1([NH:21][C:22]([C:24]2[CH:25]=[C:26]([F:34])[C:27]([CH3:33])=[C:28](B(O)O)[CH:29]=2)=[O:23])[CH2:20][CH2:19]1.C(=O)([O-])[O-].[Na+].[Na+]>COCCOC.C1C=CC([P]([Pd]([P](C2C=CC=CC=2)(C2C=CC=CC=2)C2C=CC=CC=2)([P](C2C=CC=CC=2)(C2C=CC=CC=2)C2C=CC=CC=2)[P](C2C=CC=CC=2)(C2C=CC=CC=2)C2C=CC=CC=2)(C2C=CC=CC=2)C2C=CC=CC=2)=CC=1>[CH:18]1([NH:21][C:22]([C:24]2[CH:25]=[C:26]([F:34])[C:27]([CH3:33])=[C:28]([C:2]3[CH:3]=[C:4]4[C:8](=[CH:9][CH:10]=3)[N:7]([C:11]([O:13][C:14]([CH3:17])([CH3:16])[CH3:15])=[O:12])[N:6]=[CH:5]4)[CH:29]=2)=[O:23])[CH2:20][CH2:19]1 |f:2.3.4,^1:50,52,71,90|. Procedure details: A mixture of tert-butyl 5-bromo-1H-indazole-1-carboxylate (Intermediate 3) (1.07 g) {5-[(cyclopropylamino)carbonyl]-3-fluoro-2-methylphenyl}boronic acid (Intermediate 64) (0.85 g) sodium carbonate (1.9 g) and tetrakis(triphenylphosphine)palladium(0) (0.42 g) in 1,2-dimethoxyethane (70 ml) was stirred at reflux under nitrogen for 20 h. the solvent was removed and the residue was partitioned between water (50 ml) and ethyl acetate (50 ml). The aqueous layer was re-extracted with ethyl acetate (3×3... Starting materials: ClC1=NC(=NC(=C1)C(F)(F)F)C=1C=NC=CC1 (4-chloro-2-(3-pyridinyl)-6-(trifluoromethyl)pyrimidine), CC(=O)C1=CC(=C(C=C1N)OC)OC (2-amino-4,5-dimethoxyacetophenone). The product is C(C)(=O)C1=C(NC2=NC(=NC(=C2)C(F)(F)F)C=2C=NC=CC2)C=C(C(=C1)OC)OC (4-(2-Acetyl-4,5-dimethoxyanilino)-2-(3-pyridinyl)-6-(trifluoromethyl)pyrimidine), solid. Reaction SMILES: Cl[C:2]1[CH:7]=[C:6]([C:8]([F:11])([F:10])[F:9])[N:5]=[C:4]([C:12]2[CH:13]=[N:14][CH:15]=[CH:16][CH:17]=2)[N:3]=1.[CH3:18][C:19]([C:21]1[C:26]([NH2:27])=[CH:25][C:24]([O:28][CH3:29])=[C:23]([O:30][CH3:31])[CH:22]=1)=[O:20]>>[C:19]([C:21]1[CH:22]=[C:23]([O:30][CH3:31])[C:24]([O:28][CH3:29])=[CH:25][C:26]=1[NH:27][C:2]1[CH:7]=[C:6]([C:8]([F:11])([F:10])[F:9])[N:5]=[C:4]([C:12]2[CH:13]=[N:14][CH:15]=[CH:16][CH:17]=2)[N:3]=1)(=[O:20])[CH3:18]. Yield: 30.0%. Reported procedure: The title compound was prepared from a mixture of 4-chloro-2-(3-pyridinyl)-6-(trifluoromethyl)pyrimidine (50 mg, 0.193 mmol) and 2-amino-4,5-dimethoxyacetophenone (56 mg, 0.290 mmol) similar to Example 117 and isolated as a tan solid (24 mg, 30%). 1H NMR (CDCl3): 12.49 (s, 1H), 9.65–9.64 (m, 1H), 8.86 (s, 1H), 8.74–8.70 (m, 2H), 7.45–7.41 (m, 1H), 7.35 (s, 1H), 6.99 (s, 1H), 4.12 (s, 3H), 3.95 (s, 3H), 2.68 (s, 3H).